From a dataset of the Open Reaction Database (ORD), a public repository of structured organic reaction records. describe an organic reaction: reactants, conditions, products, and yield Reactants: Cl[C@H](C[C@@H](OC1=CC=C(C=C1)C1=CC=C(C=C1)O)C)C ((S,S)-4-[4-(3"-chloro-1"-methylbutoxy)-phenyl]phenol), C(#N)C1=CC=C(C(=O)O)C=C1 (4-cyanobenzoic acid), C1(CCCCC1)N=C=NC1CCCCC1 (dicyclohexylcarbodiimide), N1(CCCC1)C1=CC=NC=C1 (4-pyrrolidinopyridine). Solvent: C(Cl)Cl (methylene chloride). Yields the product Cl[C@H](C[C@@H](OC1=CC=C(C=C1)C1=CC=C(C=C1)OC(C1=CC=C(C=C1)C#N)=O)C)C ((S,S)-4-CYANOBENZOIC ACID-4-[4'-(3"-CHLORO-1"-METHYLBUTOXY)PHENYL]-PHENYL ESTER). The yield is 46.2%. Reaction SMILES: [Cl:1][C@@H:2]([CH3:20])[CH2:3][C@H:4]([CH3:19])[O:5][C:6]1[CH:11]=[CH:10][C:9]([C:12]2[CH:17]=[CH:16][C:15]([OH:18])=[CH:14][CH:13]=2)=[CH:8][CH:7]=1.[C:21]([C:23]1[CH:31]=[CH:30][C:26]([C:27](O)=[O:28])=[CH:25][CH:24]=1)#[N:22].C1(N=C=NC2CCCCC2)CCCCC1.N1(C2C=CN=CC=2)CCCC1>C(Cl)Cl>[Cl:1][C@@H:2]([CH3:20])[CH2:3][C@H:4]([CH3:19])[O:5][C:6]1[CH:11]=[CH:10][C:9]([C:12]2[CH:17]=[CH:16][C:15]([O:18][C:27](=[O:28])[C:26]3[CH:30]=[CH:31][C:23]([C:21]#[N:22])=[CH:24][CH:25]=3)=[CH:14][CH:13]=2)=[CH:8][CH:7]=1. Procedure details: 0.30 g of (S,S)-4-[4-(3"-chloro-1"-methylbutoxy)-phenyl]phenol, 0.16 g of 4-cyanobenzoic acid, 0.22 g of dicyclohexylcarbodiimide, 0.04 g of 4-pyrrolidinopyridine and 6 ml of methylene chloride were stirred together at room temperature for five hours. The dicyclohexyl urea thus precipitated was filtered and the filtrate was desolvated. The crude product thus obtained was purified by silica gel column chromatography with the use of a mixture of n-hexane and ethyl acetate (7:3) as a developing sol... The reactants are C(=O)([O-])[O-].[K+].[K+].CC(=O)C (K2CO3 acetone), BrC(C(=O)OC)C1=CC=C(C=C1)Cl (methyl 2-bromo-2-(4-chlorophenyl)acetate), C1(=CC=CC=C1)O (phenol), CC1=CC(=C2C(=N1)N(C(=N2)CC)CC2=CC(=C(C=C2)O)CCC)C (5,7-dimethyl-2-ethyl-3-[4-hydroxy-3-propylphenylmethyl]-3H-imidazo[4,5-b]pyridine). Yields the product C(=O)(OC)C(OC1=C(C=C(C=C1)CN1C(=NC=2C1=NC(=CC2C)C)CC)CCC)C2=CC=C(C=C2)Cl (3-[4-(1-carbomethoxy-1-(4-chlorophenyl)methoxy) -3-propyl-phenylmethyl]-5,7-dimethyl-2-ethyl-3H-imidazo [4,5-b]pyridine). The yield is 50.0%. RXN SMILES: C([O-])([O-])=O.[K+].[K+].CC(C)=O.C1(O)C=CC=CC=1.[CH3:18][C:19]1[N:24]=[C:23]2[N:25]([CH2:30][C:31]3[CH:36]=[CH:35][C:34]([OH:37])=[C:33]([CH2:38][CH2:39][CH3:40])[CH:32]=3)[C:26]([CH2:28][CH3:29])=[N:27][C:22]2=[C:21]([CH3:41])[CH:20]=1.Br[CH:43]([C:48]1[CH:53]=[CH:52][C:51]([Cl:54])=[CH:50][CH:49]=1)[C:44]([O:46][CH3:47])=[O:45]>>[C:44]([CH:43]([C:48]1[CH:49]=[CH:50][C:51]([Cl:54])=[CH:52][CH:53]=1)[O:37][C:34]1[CH:35]=[CH:36][C:31]([CH2:30][N:25]2[C:23]3=[N:24][C:19]([CH3:18])=[CH:20][C:21]([CH3:41])=[C:22]3[N:27]=[C:26]2[CH2:28][CH3:29])=[CH:32][C:33]=1[CH2:38][CH2:39][CH3:40])([O:46][CH3:47])=[O:45] |f:0.1.2.3|. Procedure: Using the K2CO3 /acetone conditions for phenol alkylation described in Step A of Example 4; 5,7-dimethyl-2-ethyl-3-[4-hydroxy-3-propylphenyl methyl]-3H-imidazo[4,5-b]pyridine (Step A, Example 8) was alkylated with methyl 2-bromo-2-(4-chlorophenyl)acetate. Standard workup and purification by flash chromatography afforded a 50% yield of the title compound. Reactants: O=C1CC2(CCCC2)CC(=O)N1OCCCBr, CC#N, CCN(C(C)C)C(C)C, c1ccc2nc(N3CCNCC3)ccc2c1. The product is O=C1CC2(CCCC2)CC(=O)N1OCCCN1CCN(c2ccc3ccccc3n2)CC1. As a reaction SMILES: [Br:1][CH2:2][CH2:3][CH2:4][O:5][N:6]1[C:7](=[O:17])[CH2:8][C:9]2([CH2:10][CH2:11][CH2:12][CH2:13]2)[CH2:14][C:15]1=[O:16].[CH3:43][C:44]#[N:45].[CH:34]([N:35]([CH:36]([CH3:37])[CH3:38])[CH2:39][CH3:40])([CH3:41])[CH3:42].[n:18]1[c:19]([N:28]2[CH2:29][CH2:30][NH:31][CH2:32][CH2:33]2)[cH:20][cH:21][c:22]2[cH:23][cH:24][cH:25][cH:26][c:27]12>>[CH2:2]([CH2:3][CH2:4][O:5][N:6]1[C:7](=[O:17])[CH2:8][C:9]2([CH2:10][CH2:11][CH2:12][CH2:13]2)[CH2:14][C:15]1=[O:16])[N:31]1[CH2:30][CH2:29][N:28]([c:19]2[n:18][c:27]3[c:22]([cH:21][cH:20]2)[cH:23][cH:24][cH:25][cH:26]3)[CH2:33][CH2:32]1. The reactants are CCc1ccccc1, CC(C)c1ccccc1C(C)C, O, c1ccccc1. As a reaction SMILES: [CH3:1][CH2:2][c:3]1[cH:4][cH:5][cH:6][cH:7][cH:8]1.[CH:10]([CH3:11])([CH3:12])[c:13]1[c:14]([CH:19]([CH3:20])[CH3:21])[cH:15][cH:16][cH:17][cH:18]1.[OH2:9].[cH:22]1[cH:23][cH:24][cH:25][cH:26][cH:27]1>>[CH:10]([CH3:11])([CH3:12])[c:13]1[cH:14][cH:15][cH:16][cH:17][cH:18]1. Product: CC(C)c1ccccc1.